Dataset: the Open Reaction Database (ORD), a public repository of structured organic reaction records. Task: describe an organic reaction: reactants, conditions, products, and yield The reactants are CC(=O)Nc1nc2c(sc(=O)n2C2OC(COC(C)=O)C(OC(C)=O)C2OC(C)=O)c(=O)[nH]1, C1CCOC1, CC(C)O, CCOC(=O)N=NC(=O)OCC. The product is CC(=O)Nc1nc(OC(C)C)c2sc(=O)n(C3OC(COC(C)=O)C(OC(C)=O)C3OC(C)=O)c2n1. Reaction SMILES: [C:1]([CH3:2])(=[O:3])[NH:4][c:5]1[nH:6][c:7](=[O:33])[c:8]2[c:9]([n:10]1)[n:11]([CH:15]1[CH:16]([O:17][C:18]([CH3:19])=[O:20])[CH:21]([O:22][C:23]([CH3:24])=[O:25])[CH:26]([CH2:28][O:29][C:30]([CH3:31])=[O:32])[O:27]1)[c:12](=[O:14])[s:13]2.[CH2:50]1[O:51][CH2:52][CH2:53][CH2:54]1.[CH:34]([CH3:35])([CH3:36])[OH:37].[O:38]=[C:39]([O:40][CH2:41][CH3:42])[N:43]=[N:44][C:45]([O:46][CH2:47][CH3:48])=[O:49]>>[C:1]([CH3:2])(=[O:3])[NH:4][c:5]1[n:6][c:7]([O:33][CH:34]([CH3:35])[CH3:36])[c:8]2[c:9]([n:10]1)[n:11]([CH:15]1[CH:16]([O:17][C:18]([CH3:19])=[O:20])[CH:21]([O:22][C:23]([CH3:24])=[O:25])[CH:26]([CH2:28][O:29][C:30]([CH3:31])=[O:32])[O:27]1)[c:12](=[O:14])[s:13]2. Starting materials: [Mn](=O)(=O)(=O)[O-].[K+] (potassium permanganate), C(CO)O (ethylene glycol), C(C)(C)C1=CC=C(C(=O)O)C=C1 (4-Isopropylbenzoic acid), [OH-].[K+] (potassium hydroxide). Run in O (water), O (water). Run at temperature 60 celsius, time 2 hour. Yields the product OC(C)(C)C1=CC=C(C(=O)O)C=C1 (4-(1-hydroxy-1-methyl-ethyl)benzoic acid). Isolated yield 92.8%. As a reaction SMILES: [CH:1]([C:4]1[CH:12]=[CH:11][C:7]([C:8]([OH:10])=[O:9])=[CH:6][CH:5]=1)([CH3:3])[CH3:2].[OH-].[K+].[Mn]([O-])(=O)(=O)=[O:16].[K+].C(O)CO>O>[OH:16][C:1]([C:4]1[CH:12]=[CH:11][C:7]([C:8]([OH:10])=[O:9])=[CH:6][CH:5]=1)([CH3:3])[CH3:2] |f:1.2,3.4|. Procedure details: 4-Isopropylbenzoic acid (5.0 g, 30.5 mmol) was dissolved in a solution of potassium hydroxide (4.1 g, 2 mL, 73.1 mmol) in water (125 mL). To the reaction mixture was added a solution of potassium permanganate (9.6 g, 60.9 mmol) in water (125 mL). The combined mixture was allowed to stir at 60° C. for 2 hours. The reaction mixture was cooled to 0° C. and treated with ethylene glycol (100 μL) and cooled to 0° C. The solid were removed by filtration and the filtrate was acidified to pH 1 by additio... The reactants are 1,1′-bis(diphenylphosphino)(II) chloride, ClCCl (dichloromethane), C(C)(C)OC(=O)N1[C@H](C[C@H](C2=NC(=CC=C12)Br)N(CC1=CC(=CC(=C1)C(F)(F)F)C(F)(F)F)C(C)=O)CC ((+/−)-cis-4-[acetyl-(3,5-bis-trifluoromethyl-benzyl)-amino]-2-ethyl-6-bromo-3,4-dihydro-2H-[1,5]naphthyridine-1-carboxylic acid isopropyl ester), CB(O)O (methyl boronic acid), [F-].[Cs+] (cesium fluoride). Run in O (water), O1CCOCC1 (dioxane). Run at temperature 80 celsius. The product is C(C)(C)OC(=O)N1[C@H](C[C@H](C2=NC(=CC=C12)C)N(CC1=CC(=CC(=C1)C(F)(F)F)C(F)(F)F)C(C)=O)CC ((+/−)-cis-4-[Acetyl-(3,5-bis-trifluoromethyl-benzyl)-amino]-2-ethyl-6-methyl-3,4-dihydro-2H-[1,5]naphthyridine-1-carboxylic acid isopropyl ester). Isolated yield 84.8%. As a reaction SMILES: ClCCl.[CH:4]([O:7][C:8]([N:10]1[C:19]2[C:14](=[N:15][C:16](Br)=[CH:17][CH:18]=2)[C@H:13]([N:21]([C:37](=[O:39])[CH3:38])[CH2:22][C:23]2[CH:28]=[C:27]([C:29]([F:32])([F:31])[F:30])[CH:26]=[C:25]([C:33]([F:36])([F:35])[F:34])[CH:24]=2)[CH2:12][C@@H:11]1[CH2:40][CH3:41])=[O:9])([CH3:6])[CH3:5].[CH3:42]B(O)O.[F-].[Cs+]>O1CCOCC1.O>[CH:4]([O:7][C:8]([N:10]1[C:19]2[C:14](=[N:15][C:16]([CH3:42])=[CH:17][CH:18]=2)[C@H:13]([N:21]([C:37](=[O:39])[CH3:38])[CH2:22][C:23]2[CH:28]=[C:27]([C:29]([F:32])([F:31])[F:30])[CH:26]=[C:25]([C:33]([F:36])([F:35])[F:34])[CH:24]=2)[CH2:12][C@@H:11]1[CH2:40][CH3:41])=[O:9])([CH3:6])[CH3:5] |f:3.4|. Reported procedure: Add 1,1′-bis(diphenylphosphino)(II) chloride, complex with dichloromethane (9 mg, 0.012 mmol) to a suspension of (+/−)-cis-4-[acetyl-(3,5-bis-trifluoromethyl-benzyl)-amino]-2-ethyl-6-bromo-3,4-dihydro-2H-[1,5]naphthyridine-1-carboxylic acid isopropyl ester (50 mg, 0.08 mmol), methyl boronic acid (15 mg, 0.24 mmol) and cesium fluoride (40 mg, 0.28 mmol) in dry dioxane (1.5 mL) and heat the mixture at 80° C. in a sealed tube for 15 h. Cool the reaction mixture to room temperature, add water and ex... The reactants are OCCBr, CNCCc1ccc(OC)c(OC)c1, CN(C)C=O, [I-], [K+]. As a reaction SMILES: [Br:15][CH2:16][CH2:17][OH:18].[CH3:1][O:2][c:3]1[cH:4][c:5]([CH2:11][CH2:12][NH:13][CH3:14])[cH:6][cH:7][c:8]1[O:9][CH3:10].[CH3:21][N:22]([CH3:23])[CH:24]=[O:25].[I-:20].[K+:19]>>[CH3:1][O:2][c:3]1[cH:4][c:5]([CH2:11][CH2:12][N:13]([CH3:14])[CH2:16][CH2:17][OH:18])[cH:6][cH:7][c:8]1[O:9][CH3:10]. The product is COc1ccc(CCN(C)CCO)cc1OC. Reactants: C(C(=O)Cl)(=O)Cl (Oxalyl chloride), CC1=C(C=CC(=C1)C1=NC(=NO1)C1=CC(=C(C(=O)O)C=C1)F)C1=C(C=CC=C1)C (4-[5-(2,2′-dimethylbiphenyl-4-yl)-1,2,4-oxadiazol-3-yl]-2-fluorobenzoic acid), Cl.COC(CN)=O (glycine methyl ester hydrochloride salt), CCN(C(C)C)C(C)C (DIEA). Reaction conditions: time 1 hour. The product is CC1=C(C=CC(=C1)C1=NC(=NO1)C1=CC(=C(C(=O)NCC(=O)OC)C=C1)F)C1=C(C=CC=C1)C (methyl N-{4-[5-(2,2′-dimethylbiphenyl-4-yl)-1,2,4-oxadiazol-3-yl]-2-fluorobenzoyl}glycinate). As a reaction SMILES: C(Cl)(=O)C(Cl)=O.[CH3:7][C:8]1[CH:13]=[C:12]([C:14]2[O:18][N:17]=[C:16]([C:19]3[CH:27]=[CH:26][C:22]([C:23](O)=[O:24])=[C:21]([F:28])[CH:20]=3)[N:15]=2)[CH:11]=[CH:10][C:9]=1[C:29]1[CH:34]=[CH:33][CH:32]=[CH:31][C:30]=1[CH3:35].Cl.[CH3:37][O:38][C:39](=[O:42])[CH2:40][NH2:41].CCN(C(C)C)C(C)C>C(Cl)Cl.C1COCC1.CN(C=O)C>[CH3:7][C:8]1[CH:13]=[C:12]([C:14]2[O:18][N:17]=[C:16]([C:19]3[CH:27]=[CH:26][C:22]([C:23]([NH:41][CH2:40][C:39]([O:38][CH3:37])=[O:42])=[O:24])=[C:21]([F:28])[CH:20]=3)[N:15]=2)[CH:11]=[CH:10][C:9]=1[C:29]1[CH:34]=[CH:33][CH:32]=[CH:31][C:30]=1[CH3:35] |f:2.3|. Isolated yield 86.2%. The solvent is C(Cl)Cl (DCM), C1CCOC1 (THF). Reagents/catalysts: CN(C)C=O (DMF). Procedure details: Oxalyl chloride (63.46 μL; 0.75 mmol) was added to suspension of example 4 (97.10 mg; 0.25 mmol) and DMF (0.50 μL; 0.01 mmol) in DCM (10 mL) and the resulting mixture was stirred at RT for 1 hour. The solution was then evaporated to dryness, the residue taken up in THF (3 mL) and then added to a mixture of glycine methyl ester hydrochloride salt (FLUKA; 50110; 31.39 mg; 0.25 mmol) and DIEA (189.56 μL; 1.10 mmol) in THF (2 mL). The reaction mixture was stirred at RT for 2 hours, filtered through ... Starting materials: CCN(C(C)C)C(C)C, ClCCl, Cc1ccc(F)c(CN)c1, CCC(C(=O)Cl)c1ccccc1. Yields the product CCC(C(=O)NCc1cc(C)ccc1F)c1ccccc1. Reaction SMILES: [CH:11]([N:12]([CH:13]([CH3:14])[CH3:15])[CH2:16][CH3:17])([CH3:18])[CH3:19].[Cl:32][CH2:33][Cl:34].[F:1][c:2]1[c:3]([CH2:9][NH2:10])[cH:4][c:5]([CH3:8])[cH:6][cH:7]1.[c:20]1([CH:26]([C:27](=[O:28])[Cl:29])[CH2:30][CH3:31])[cH:21][cH:22][cH:23][cH:24][cH:25]1>>[F:1][c:2]1[c:3]([CH2:9][NH:10][C:27]([CH:26]([c:20]2[cH:21][cH:22][cH:23][cH:24][cH:25]2)[CH2:30][CH3:31])=[O:28])[cH:4][c:5]([CH3:8])[cH:6][cH:7]1. The reactants are O1C(CCCCCCCC(=O)O)C1CCCCCCCC (9,10-epoxystearic acid), ether carboxylic acids, C1-3 alcohols, 9,10-(hydroxy, methoxy)-octadecanoic acid. Solvent: O (water). The product is C1(=CC=CC=C1)CC(=O)O (phenyl acetic acid). RXN SMILES: O1C(CCCCCCCC)C1[CH2:3][CH2:4][CH2:5][CH2:6][CH2:7][CH2:8][CH2:9][C:10]([OH:12])=[O:11]>O>[C:8]1([CH2:9][C:10]([OH:12])=[O:11])[CH:3]=[CH:4][CH:5]=[CH:6][CH:7]=1. Procedure details: adducts of 9,10-epoxystearic acid and water or C1-3 alcohols, such as for example 9,10-(hydroxy, methoxy)-octadecanoic acid and ether carboxylic acids corresponding to the following formula RXN SMILES: [CH2:1]([c:2]1[cH:3][cH:4][cH:5][cH:6][cH:7]1)[O:8][c:9]1[c:10]([O:28][CH3:29])[cH:11][c:12]([N+:25](=[O:26])[O-:27])[c:13]([C:14](=[O:15])[O:16][CH2:17][c:18]2[cH:19][cH:20][cH:21][cH:22][cH:23]2)[cH:24]1.[CH3:32][CH2:33][OH:34].[Na+:31].[OH-:30].[OH2:35]>>[CH2:1]([c:2]1[cH:3][cH:4][cH:5][cH:6][cH:7]1)[O:8][c:9]1[c:10]([O:28][CH3:29])[cH:11][c:12]([N+:25](=[O:26])[O-:27])[c:13]([C:14](=[O:15])[OH:16])[cH:24]1. The product is COc1cc([N+](=O)[O-])c(C(=O)O)cc1OCc1ccccc1. The reactants are COc1cc([N+](=O)[O-])c(C(=O)OCc2ccccc2)cc1OCc1ccccc1, CCO, [Na+], [OH-], O. Starting materials: ClC1=CC=C(C=C1)C(CC)(C1OC1)N1C=CC2=C(C=CC=C12)NC(OC(C)(C)C)=O (tert-butyl (1-(1-(4-chlorophenyl)-1-(oxiran-2-yl)propyl)-1H-indol-4-yl)carbamate), CO[Na] (MeONa), CO (MeOH). Run at temperature 120 celsius, time 0.5 hour. Yields the product NC1=C2C=CN(C2=CC=C1)C(C(COC)O)(CC)C1=CC=C(C=C1)Cl (3-(4-amino-1H-indol-1-yl)-3-(4-chlorophenyl)-1-methoxypentan-2-ol). RXN SMILES: [Cl:1][C:2]1[CH:7]=[CH:6][C:5]([C:8]([N:14]2[C:22]3[C:17](=[C:18]([NH:23]C(=O)OC(C)(C)C)[CH:19]=[CH:20][CH:21]=3)[CH:16]=[CH:15]2)([CH:11]2C[O:12]2)[CH2:9][CH3:10])=[CH:4][CH:3]=1.[CH3:31][O:32][Na].[CH3:34]O>>[NH2:23][C:18]1[CH:19]=[CH:20][CH:21]=[C:22]2[C:17]=1[CH:16]=[CH:15][N:14]2[C:8]([C:5]1[CH:6]=[CH:7][C:2]([Cl:1])=[CH:3][CH:4]=1)([CH2:9][CH3:10])[CH:11]([OH:12])[CH2:34][O:32][CH3:31]. Procedure details: To a solution of the product from Step A (60 mg, 0.140 mmol) in MeOH (3 mL) was added MeONa (15 mg, 0.281 mmol). The mixture was stirred at 120° C. under microwave for 0.5 h. The solution was removed and the residue was purified by PREP-TLC eluting with PE/EA (1/1, v/v) to give the title compound as a colorless amorphous solid. LC/MS m/z=359.1[M+H]+.